Dataset: the Open Reaction Database (ORD), a public repository of structured organic reaction records. Task: describe an organic reaction: reactants, conditions, products, and yield Starting materials: OS(=O)(=O)O (H2SO4), NC1=C(C=C(C(=O)O)C=C1Cl)Cl (4-amino-3,5-dichlorobenzoic acid), CO (MeOH). Reaction conditions: temperature 80 celsius, time 8 hour. Product: NC1=C(C=C(C(=O)OC)C=C1Cl)Cl (Methyl 4-amino-3,5-dichlorobenzoate). Isolated yield 70.0%. As a reaction SMILES: OS(O)(=O)=O.[NH2:6][C:7]1[C:15]([Cl:16])=[CH:14][C:10]([C:11]([OH:13])=[O:12])=[CH:9][C:8]=1[Cl:17].[CH3:18]O>>[NH2:6][C:7]1[C:8]([Cl:17])=[CH:9][C:10]([C:11]([O:13][CH3:18])=[O:12])=[CH:14][C:15]=1[Cl:16]. Reported procedure: conc. H2SO4 (2.5 mL, 97.04 mmol) was added drop wise to a stirred solution of 4-amino-3,5-dichlorobenzoic acid (10.0 g, 48.54 mmol) in MeOH (150 mL) at 0° C. and the reaction mixture was then stirred at 80° C. for 8 h. The volatiles were evaporated; ice-water was added to the residue and extracted with EtOAc. The combined organic layers were washed with brine, dried (Na2SO4), filtered and concentrated under reduced pressure to afford the title compound as a white solid (7.5 g, 70%): 1H NMR (300 ...